Dataset: the Open Reaction Database (ORD), a public repository of structured organic reaction records. Task: describe an organic reaction: reactants, conditions, products, and yield Reaction SMILES: [C:1]([NH:8][C@@H:9]([C:18]([OH:20])=O)[CH2:10][C:11]1[CH:16]=[CH:15][C:14]([F:17])=[CH:13][CH:12]=1)([O:3][C:4]([CH3:7])([CH3:6])[CH3:5])=[O:2].[OH:21][CH:22]1[CH2:27][CH2:26][NH:25][CH2:24][CH2:23]1>>[C:4]([O:3][C:1](=[O:2])[NH:8][C@H:9]([CH2:10][C:11]1[CH:12]=[CH:13][C:14]([F:17])=[CH:15][CH:16]=1)[C:18]([N:25]1[CH2:26][CH2:27][CH:22]([OH:21])[CH2:23][CH2:24]1)=[O:20])([CH3:5])([CH3:6])[CH3:7]. The product is C(C)(C)(C)OC(N[C@@H](C(=O)N1CCC(CC1)O)CC1=CC=C(C=C1)F)=O ([1-(R)-(4-Fluorobenzyl)-2-(4-hydroxypiperidin-1-yl)-2-oxoethyl] carbamic acid tert-butyl ester). Procedure details: The title compound was prepared according to EXAMPLE 231 but using Boc-3-(4-fluorophenyl)-(R)-alanine and 4-hydroxypiperidine. m/z (ES+)=367.34 [M+H]+. Starting materials: C(=O)(OC(C)(C)C)N[C@H](CC1=CC=C(C=C1)F)C(=O)O (Boc-3-(4-fluorophenyl)-(R)-alanine), OC1CCNCC1 (4-hydroxypiperidine). As a reaction SMILES: [C:1]([N:5]([C:7](=[O:14])[C:8]1[CH:13]=[CH:12][CH:11]=[CH:10][CH:9]=1)[NH2:6])([CH3:4])([CH3:3])[CH3:2].[OH-].[Na+].[C:17]1([CH3:26])[CH:22]=[CH:21][CH:20]=[C:19]([C:23](Cl)=[O:24])[CH:18]=1>C1(C)C=CC=CC=1>[C:1]([N:5]([C:7](=[O:14])[C:8]1[CH:9]=[CH:10][CH:11]=[CH:12][CH:13]=1)[NH:6][C:23]([C:19]1[CH:18]=[C:17]([CH3:26])[CH:22]=[CH:21][CH:20]=1)=[O:24])([CH3:4])([CH3:2])[CH3:3] |f:1.2|. Procedure: To a stirred mixture of N'-t-butyl-N'-benzoylhydrazine (1.0 g) in 15 ml toluene and aqueous sodium hydroxide (0.5 g of 50% NaOH) was added 3-toluoyl-chloride (0.9 g). After stirring for 2 hours, the product was isolated by filtration to give N'-t-butyl-N-(3-toluoyl)-N'-benzoylhydrazine in good yield: m.p. 111°-114° C. Run in C1(=CC=CC=C1)C (toluene). Reaction conditions: time 2 hour. The product is C(C)(C)(C)N(NC(=O)C=1C=C(C=CC1)C)C(C1=CC=CC=C1)=O (N'-t-butyl-N-(3-toluoyl)-N'-benzoylhydrazine). Starting materials: C(C)(C)(C)N(N)C(C1=CC=CC=C1)=O (N'-t-butyl-N'-benzoylhydrazine), [OH-].[Na+] (sodium hydroxide), C1(=CC(=CC=C1)C(=O)Cl)C (3-toluoyl-chloride). Starting materials: CC(C)(CCC=1SC=CC1)O (2-methyl-4-thiophen-2-yl-butan-2-ol), [Li+].CC(C)[N-]C(C)C (LDA), ClC1=NC=CC(=N1)Cl (2,4-dichloro-pyrimidine), solution, C([O-])(O)=O.[Na+] (sodium bicarbonate), COB(OC)OC (trimethylborate). Reagents/catalysts: C=1C=CC(=CC1)[P](C=2C=CC=CC2)(C=3C=CC=CC3)[Pd]([P](C=4C=CC=CC4)(C=5C=CC=CC5)C=6C=CC=CC6)([P](C=7C=CC=CC7)(C=8C=CC=CC8)C=9C=CC=CC9)[P](C=1C=CC=CC1)(C=1C=CC=CC1)C=1C=CC=CC1 (Pd(PPh3)4). Run in C1CCOC1 (THF), COCCOC (DME), COCCOC (DME). Conditions: temperature 100 celsius, time 5 minute. The product is ClC1=NC=CC(=N1)C1=CC=C(S1)CCC(C)(O)C (4-[5-(2-Chloro-pyrimidin-4-yl)-thiophen-2-yl]-2-methyl-butan-2-ol). Reaction SMILES: [CH3:1][C:2]([OH:11])([CH2:4][CH2:5][C:6]1[S:7][CH:8]=[CH:9][CH:10]=1)[CH3:3].[Li+].CC([N-]C(C)C)C.COB(OC)OC.[Cl:27][C:28]1[N:33]=[C:32](Cl)[CH:31]=[CH:30][N:29]=1.C(=O)(O)[O-].[Na+]>C1COCC1.C1C=CC([P]([Pd]([P](C2C=CC=CC=2)(C2C=CC=CC=2)C2C=CC=CC=2)([P](C2C=CC=CC=2)(C2C=CC=CC=2)C2C=CC=CC=2)[P](C2C=CC=CC=2)(C2C=CC=CC=2)C2C=CC=CC=2)(C2C=CC=CC=2)C2C=CC=CC=2)=CC=1.COCCOC>[Cl:27][C:28]1[N:33]=[C:32]([C:8]2[S:7][C:6]([CH2:5][CH2:4][C:2]([CH3:1])([OH:11])[CH3:3])=[CH:10][CH:9]=2)[CH:31]=[CH:30][N:29]=1 |f:1.2,5.6,^1:48,50,69,88|. Procedure: A solution of 2-methyl-4-thiophen-2-yl-butan-2-ol (630 mg, 3.7 mmol) in 10 ml of THF was treated with LDA (4.6 ml of 2M solution in THF/heptane/ethylbenzene, 9.2 mmol) at −78° C. under nitrogen and the mixture was stirred for 5 minutes. Then, trimethylborate (1 ml, 9.2 mmol) was added in one portion and the cooling bath was removed. After 15 minutes, the mixture was quenched with 50 ml of saturated ammonium chloride solution and extracted twice with EtOAc. The combined organic extracts were wash...